Dataset: the Open Reaction Database (ORD), a public repository of structured organic reaction records. Task: describe an organic reaction: reactants, conditions, products, and yield The reactants are CCOC(=O)CCNC(C(=O)OCC)C(=O)OCC, O=C(Cl)CCl, Cl, c1ccccc1. Product: CCOC(=O)CCN(C(=O)CCl)C(C(=O)OCC)C(=O)OCC. Reaction SMILES: [CH2:2]([CH3:3])[O:4][C:5](=[O:6])[CH2:7][CH2:8][NH:9][CH:10]([C:11](=[O:12])[O:13][CH2:14][CH3:15])[C:16](=[O:17])[O:18][CH2:19][CH3:20].[Cl:21][CH2:22][C:23](=[O:24])[Cl:25].[ClH:1].[cH:26]1[cH:27][cH:28][cH:29][cH:30][cH:31]1>>[CH2:2]([CH3:3])[O:4][C:5](=[O:6])[CH2:7][CH2:8][N:9]([CH:10]([C:11](=[O:12])[O:13][CH2:14][CH3:15])[C:16](=[O:17])[O:18][CH2:19][CH3:20])[C:23]([CH2:22][Cl:21])=[O:24].